From a dataset of the Open Reaction Database (ORD), a public repository of structured organic reaction records. describe an organic reaction: reactants, conditions, products, and yield Reactants: N#Cc1ccc(Sc2cc(Cl)ccc2Cl)c(S(=O)(=O)Cl)c1, CN(C)C1CCNCC1, ClCCl, O. Product: CN(C)C1CCN(S(=O)(=O)c2cc(C#N)ccc2Sc2cc(Cl)ccc2Cl)CC1. Reaction SMILES: [C:1](#[N:2])[c:3]1[cH:4][cH:5][c:6]([S:13][c:14]2[c:15]([Cl:21])[cH:16][cH:17][c:18]([Cl:20])[cH:19]2)[c:7]([S:9](=[O:10])(=[O:11])[Cl:12])[cH:8]1.[CH3:22][N:23]([CH:24]1[CH2:25][CH2:26][NH:27][CH2:28][CH2:29]1)[CH3:30].[Cl:32][CH2:33][Cl:34].[OH2:31]>>[C:1](#[N:2])[c:3]1[cH:4][cH:5][c:6]([S:13][c:14]2[c:15]([Cl:21])[cH:16][cH:17][c:18]([Cl:20])[cH:19]2)[c:7]([S:9](=[O:10])(=[O:11])[N:27]2[CH2:26][CH2:25][CH:24]([N:23]([CH3:22])[CH3:30])[CH2:29][CH2:28]2)[cH:8]1. The reactants are C1=CCCCC1 (cyclohexene), BrBr (bromine), N1N=NN=C1C1=C(C=CC=C1)C=1OC2=C(C1)C=C(C=C2)C (2-[2'-(1H-tetrazol-5-yl)-phenyl]-5-methylbenzofuran). Solvent: C(Cl)(Cl)(Cl)Cl (carbon tetrachloride), O1CCOCC1 (dioxane). Run at time 3 hour. The product is BrC1=C(OC2=C1C=C(C=C2)C)C2=C(C=CC=C2)C2=NN=NN2 (3-bromo-2-[2'-(1H-tetrazol-5-yl)-phenyl]-5-methylbenzofuran). As a reaction SMILES: [Br:1]Br.[NH:3]1[C:7]([C:8]2[CH:13]=[CH:12][CH:11]=[CH:10][C:9]=2[C:14]2[O:15][C:16]3[CH:22]=[CH:21][C:20]([CH3:23])=[CH:19][C:17]=3[CH:18]=2)=[N:6][N:5]=[N:4]1.C1CCCCC=1>C(Cl)(Cl)(Cl)Cl.O1CCOCC1>[Br:1][C:18]1[C:17]2[CH:19]=[C:20]([CH3:23])[CH:21]=[CH:22][C:16]=2[O:15][C:14]=1[C:9]1[CH:10]=[CH:11][CH:12]=[CH:13][C:8]=1[C:7]1[NH:3][N:4]=[N:5][N:6]=1. Reported procedure: A solution of 11.6 g of bromine in 28 ml of carbon tetrachloride is added dropwise over the course of 35 minutes to a suspension of 10.0 g of 2-[2'-(1H-tetrazol-5-yl)-phenyl]-5-methylbenzofuran in 418 ml of dioxane. After stirring for 3 hours at room temperature, 12.6 ml of cyclohexene are added dropwise and then the reaction mixture is concentrated by evaporation in vacuo. The residue is taken up in 50 ml of 2N sodium hydroxide solution and extracted with 100 ml of ether. Three clear phases for... The reactants are C1(CC1)C1=CC(=NN1)NC1=NC(=NC=C1I)C1=CC=CC=C1 (N-(5-cyclopropyl-1H-pyrazol-3-yl)-5-iodo-2-phenylpyrimidin-4-amine), CC(=O)OC(=O)C (Ac2O). Run in C1CCOC1.O (THF H2O), C1CCOC1 (THF). Run at time 12 hour. Product: C1(CC1)C1=CC(=NN1C(C)=O)NC1=NC(=NC=C1I)C1=CC=CC=C1 (1-(5-cyclopropyl-3-(5-iodo-2-phenylpyrimidin-4-ylamino)-1H-pyrazol-1-yl)ethanone). Yield: 66.4%. RXN SMILES: [CH:1]1([C:4]2[NH:8][N:7]=[C:6]([NH:9][C:10]3[C:15]([I:16])=[CH:14][N:13]=[C:12]([C:17]4[CH:22]=[CH:21][CH:20]=[CH:19][CH:18]=4)[N:11]=3)[CH:5]=2)[CH2:3][CH2:2]1.[CH3:23][C:24](OC(C)=O)=[O:25]>C1COCC1.O.C1COCC1>[CH:1]1([C:4]2[N:8]([C:24](=[O:25])[CH3:23])[N:7]=[C:6]([NH:9][C:10]3[C:15]([I:16])=[CH:14][N:13]=[C:12]([C:17]4[CH:22]=[CH:21][CH:20]=[CH:19][CH:18]=4)[N:11]=3)[CH:5]=2)[CH2:3][CH2:2]1 |f:2.3|. Procedure: To the solution of N-(5-cyclopropyl-1H-pyrazol-3-yl)-5-iodo-2-phenylpyrimidin-4-amine (3 g, 7.44 mmol) in THF/H2O (50 mL/25 mL), a solution of Ac2O (1.5 g, 14.88 mmol, 2.0 equiv.) in THF (5 mL) was added dropwise. The reaction mixture was stirred at room temperature for 12 h. The reaction mixture was filtered to afford compound 1-(5-cyclopropyl-3-(5-iodo-2-phenylpyrimidin-4-ylamino)-1H-pyrazol-1-yl)ethanone (2.2 g, 66%). LC-MS (m/z): 446.0 [M+H]+. Reactants: C1CCOC1, O=C(Nc1cccc(-c2nn3ccccc3c2-c2ccnc(Nc3ccc4c(c3)CN(C(=O)C(F)(F)F)CC4)n2)c1)c1ccccc1, [Li+], [OH-], O, O. Yields the product O=C(Nc1cccc(-c2nn3ccccc3c2-c2ccnc(Nc3ccc4c(c3)CNCC4)n2)c1)c1ccccc1. As a reaction SMILES: [CH2:51]1[O:52][CH2:53][CH2:54][CH2:55]1.[F:1][C:2]([F:3])([F:4])[C:46]([N:5]1[CH2:6][c:7]2[cH:8][c:9]([NH:15][c:16]3[n:17][cH:18][cH:19][c:20](-[c:22]4[c:23](-[c:31]5[cH:32][c:33]([NH:37][C:38]([c:39]6[cH:40][cH:41][cH:42][cH:43][cH:44]6)=[O:45])[cH:34][cH:35][cH:36]5)[n:24][n:25]5[c:26]4[cH:27][cH:28][cH:29][cH:30]5)[n:21]3)[cH:10][cH:11][c:12]2[CH2:13][CH2:14]1)=[O:47].[Li+:49].[OH-:48].[OH2:50].[OH2:56]>>[NH:5]1[CH2:6][c:7]2[cH:8][c:9]([NH:15][c:16]3[n:17][cH:18][cH:19][c:20](-[c:22]4[c:23](-[c:31]5[cH:32][c:33]([NH:37][C:38]([c:39]6[cH:40][cH:41][cH:42][cH:43][cH:44]6)=[O:45])[cH:34][cH:35][cH:36]5)[n:24][n:25]5[c:26]4[cH:27][cH:28][cH:29][cH:30]5)[n:21]3)[cH:10][cH:11][c:12]2[CH2:13][CH2:14]1. Starting materials: C(C)(=O)OOC1C=CC(C1)O[Si](C)(C)C(C)(C)C (4-(t-butyldimethylsilanyloxy)cyclopent-2-enyloxy acetate), [K].ClC=1C=2C=3C(C(NC2C=CC1)=O)=C(ON3)C (9-chloro-3-methyl-5H-isoxazolo[4,3-c]quinolin-4-one potassium salt). The reagents and catalysts are C=1C=CC(=CC1)[P](C=2C=CC=CC2)(C=3C=CC=CC3)[Pd]([P](C=4C=CC=CC4)(C=5C=CC=CC5)C=6C=CC=CC6)([P](C=7C=CC=CC7)(C=8C=CC=CC8)C=9C=CC=CC9)[P](C=1C=CC=CC1)(C=1C=CC=CC1)C=1C=CC=CC1 (tetrakis(triphenylphosphine)palladium). Solvent: CN(C)C=O (DMF), C(C)(=O)OCC (ethyl acetate). Conditions: temperature 55 celsius, time 6 hour. Product: hexanes ethyl acetate, [Si](C)(C)(C(C)(C)C)OC1C=CC(C1)N1C(C=2C(C=3C(=CC=CC13)Cl)=NOC2C)=O (5-[4-(t-Butyldimethylsilanyloxy)cyclopent-2-en-1-yl]-9-chloro-3-methyl-5H-isoxazolo[4,3-c]quinolin-4-one). Yield: 99.4%. RXN SMILES: C(OO[CH:6]1[CH2:10][CH:9]([O:11][Si:12]([C:15]([CH3:18])([CH3:17])[CH3:16])([CH3:14])[CH3:13])[CH:8]=[CH:7]1)(=O)C.[K].[Cl:20][C:21]1[C:22]2[C:23]3[C:24](=[C:32]([CH3:35])[O:33][N:34]=3)[C:25](=[O:31])[NH:26][C:27]=2[CH:28]=[CH:29][CH:30]=1>CN(C=O)C.C(OCC)(=O)C.C1C=CC([P]([Pd]([P](C2C=CC=CC=2)(C2C=CC=CC=2)C2C=CC=CC=2)([P](C2C=CC=CC=2)(C2C=CC=CC=2)C2C=CC=CC=2)[P](C2C=CC=CC=2)(C2C=CC=CC=2)C2C=CC=CC=2)(C2C=CC=CC=2)C2C=CC=CC=2)=CC=1>[Si:12]([O:11][CH:9]1[CH2:10][CH:6]([N:26]2[C:27]3[CH:28]=[CH:29][CH:30]=[C:21]([Cl:20])[C:22]=3[C:23]3=[N:34][O:33][C:32]([CH3:35])=[C:24]3[C:25]2=[O:31])[CH:7]=[CH:8]1)([C:15]([CH3:16])([CH3:17])[CH3:18])([CH3:13])[CH3:14] |f:1.2,^1:18,50,52,71,90|. Reported procedure: To a stirred solution of 4-(t-butyldimethylsilanyloxy)cyclopent-2-enyloxy acetate (3.4 g, 13.3 mmol) in DMF (140 mL) was added tetrakis(triphenylphosphine)palladium (1.54 g, 1.3 mmol) and 9-chloro-3-methyl-5H-isoxazolo[4,3-c]quinolin-4-one potassium salt (4.4 g, 16.2 mmol). The reaction mixture was stirred at 55° C. for 6 hours. It was diluted with ethyl acetate, washed (brine), dried (Na2SO4), filtered and concentrated. Column chromatography (silica gel, hexanes/ethyl acetate, gradient) gave de... The reactants are [OH-].[Na+] (sodium hydroxide), O=C1C=2N(C3=C(N1)C=1C=CC=CC1C3)C=C(N2)C(=O)OCC (ethyl 4,5-dihydro-4-oxo-10H-imidazo[1,2-a]indeno[1,2-e]pyrazine-2-carboxylate). Solvent: O1CCOCC1 (dioxane). Yields the product O=C1C=2N(C3=C(N1)C=1C=CC=CC1C3=O)C=C(N2)C(=O)O (4,5-dihydro-4,10-dioxoimidazo[1,2-a]indeno[1,2-e]pyrazine-2-carboxylic acid). RXN SMILES: [OH-:1].[Na+].[O:3]=[C:4]1[NH:9][C:8]2[C:10]3[CH:11]=[CH:12][CH:13]=[CH:14][C:15]=3[CH2:16][C:7]=2[N:6]2[CH:17]=[C:18]([C:20]([O:22]CC)=[O:21])[N:19]=[C:5]12>O1CCOCC1>[O:3]=[C:4]1[NH:9][C:8]2[C:10]3[CH:11]=[CH:12][CH:13]=[CH:14][C:15]=3[C:16](=[O:1])[C:7]=2[N:6]2[CH:17]=[C:18]([C:20]([OH:22])=[O:21])[N:19]=[C:5]12 |f:0.1|. Reported procedure: 5 ml of 1N sodium hydroxide are added to a suspension of 0.2 g of ethyl 4,5-dihydro-4-oxo-10H-imidazo[1,2-a]indeno[1,2-e]pyrazine-2-carboxylate in 15 ml of dioxane, and the reaction mixture is stirred vigorously while compressed air is bubbled for 15 hours. After addition of 10 ml of distilled water the mixture is acidified with concentrated hydrochloric acid. The precipitate form is filtered off, washed with water and dried to produce 0.13 g of 4,5-dihydro-4,10-dioxoimidazo[1,2-a]indeno[1,2-e]p... Reactants: N1(CCOCC1)C1CCC(CC1)OC=1C2=C(N=CN1)SC(=C2)CCNC(OC(C)(C)C)=O (tert-butyl N-[2-(4-[[4-(morpholin-4-yl)cyclohexyl]oxy]thieno[2,3-d]pyrimidin-6-yl)ethyl]carbamate), FC(C(=O)O)(F)F (trifluoroacetic acid). The solvent is C(Cl)Cl.O (DCM H2O). Conditions: time 8 hour. Yields the product FC(C(=O)O)(F)F.N1(CCOCC1)C1CCC(CC1)OC=1C=2C=3CNCCC3SC2N=CN1 (3-[[4-(morpholin-4-yl)cyclohexyl]oxy]-8-thia-4,6,12-triazatricyclo[7.4.0.0[2,7]]trideca-1(9),2(7),3,5-tetraene trifluoroacetate). Reaction SMILES: [N:1]1([CH:7]2[CH2:12][CH2:11][CH:10]([O:13][C:14]3[C:15]4[CH:22]=[C:21]([CH2:23][CH2:24][NH:25][C:26](=O)OC(C)(C)C)[S:20][C:16]=4[N:17]=[CH:18][N:19]=3)[CH2:9][CH2:8]2)[CH2:6][CH2:5][O:4][CH2:3][CH2:2]1.[F:33][C:34]([F:39])([F:38])[C:35]([OH:37])=[O:36]>C(Cl)Cl.O>[F:33][C:34]([F:39])([F:38])[C:35]([OH:37])=[O:36].[N:1]1([CH:7]2[CH2:12][CH2:11][CH:10]([O:13][C:14]3[C:15]4[C:22]5[CH2:26][NH:25][CH2:24][CH2:23][C:21]=5[S:20][C:16]=4[N:17]=[CH:18][N:19]=3)[CH2:9][CH2:8]2)[CH2:2][CH2:3][O:4][CH2:5][CH2:6]1 |f:2.3,4.5|. Procedure details: To a solution of tert-butyl N-[2-(4-[[4-(morpholin-4-yl)cyclohexyl]oxy]thieno[2,3-d]pyrimidin-6-yl)ethyl]carbamate (150 mg, 0.32 mmol, 1.00 equiv) in DCM/H2O (10/0.5 mL) was added trifluoroacetic acid (0.8 mL) at 0° C. and stirred overnight at room temperature. After concentration under vacuum, the residue was dissolved in DCE (30 mL) and paraformaldehyde (180 mg) and trifluoroacetic acid (1 mL) were added. The resulting solution was stirred overnight at 45° C. under nitrogen. After concentratio...